From a dataset of the Open Reaction Database (ORD), a public repository of structured organic reaction records. describe an organic reaction: reactants, conditions, products, and yield RXN SMILES: [C:1]([CH3:2])([CH3:3])([CH3:4])[O:5][C:6]([CH2:7][CH:8]([C:9](=[O:10])[N:11]([CH3:12])[O:13][CH3:14])[NH:15][S:16](=[O:17])(=[O:18])[c:19]1[c:20]([O:25][CH2:26][c:27]2[cH:28][cH:29][cH:30][cH:31][cH:32]2)[cH:21][cH:22][cH:23][cH:24]1)=[O:33].[CH3:41][CH2:42][OH:43].[H:39][H:40].[O:34]1[CH2:35][CH2:36][CH2:37][CH2:38]1>>[C:1]([CH3:2])([CH3:3])([CH3:4])[O:5][C:6]([CH2:7][CH:8]([C:9](=[O:10])[N:11]([CH3:12])[O:13][CH3:14])[NH:15][S:16](=[O:17])(=[O:18])[c:19]1[c:20]([OH:25])[cH:21][cH:22][cH:23][cH:24]1)=[O:33]. The product is CON(C)C(=O)C(CC(=O)OC(C)(C)C)NS(=O)(=O)c1ccccc1O. Reactants: CON(C)C(=O)C(CC(=O)OC(C)(C)C)NS(=O)(=O)c1ccccc1OCc1ccccc1, CCO, [H][H], C1CCOC1. Starting materials: CCOC(=O)c1c(-c2ccc(OCC3CC3)cc2)c2cc(OCC(=O)OC(C)(C)C)ccc2n1Cc1cccc(OC)c1, O=CO, ClCCl. As a reaction SMILES: [C:4]([CH3:5])([CH3:6])([CH3:7])[O:8][C:9]([CH2:10][O:11][c:12]1[cH:13][c:14]2[c:15](-[c:35]3[cH:36][cH:37][c:38]([O:41][CH2:42][CH:43]4[CH2:44][CH2:45]4)[cH:39][cH:40]3)[c:16]([C:30](=[O:31])[O:32][CH2:33][CH3:34])[n:17]([CH2:21][c:22]3[cH:23][c:24]([O:28][CH3:29])[cH:25][cH:26][cH:27]3)[c:18]2[cH:19][cH:20]1)=[O:46].[CH:1]([OH:2])=[O:3].[Cl:47][CH2:48][Cl:49]>>[O:8]=[C:9]([CH2:10][O:11][c:12]1[cH:13][c:14]2[c:15](-[c:35]3[cH:36][cH:37][c:38]([O:41][CH2:42][CH:43]4[CH2:44][CH2:45]4)[cH:39][cH:40]3)[c:16]([C:30](=[O:31])[O:32][CH2:33][CH3:34])[n:17]([CH2:21][c:22]3[cH:23][c:24]([O:28][CH3:29])[cH:25][cH:26][cH:27]3)[c:18]2[cH:19][cH:20]1)[OH:46]. Product: CCOC(=O)c1c(-c2ccc(OCC3CC3)cc2)c2cc(OCC(=O)O)ccc2n1Cc1cccc(OC)c1. Starting materials: ClC1=C(C=C(C=C1)O)[N+](=O)[O-] (4-chloro-3-nitrophenol), CC=1C=C(C=CC1[N+](=O)[O-])NC(=O)C1(OC1)C (2-methyloxirane-2-carboxylic acid (3-methyl-4-nitrophenyl)amide). The product is ClC1=C(C=C(OCC(C(=O)NC2=CC(=C(C=C2)[N+](=O)[O-])C)(C)O)C=C1)[N+](=O)[O-] (3-(4-Chloro-3-nitrophenoxy)-2-hydroxy-2-methyl-N-(3-methyl-4-nitrophenyl)propionamide). Reaction SMILES: [Cl:1][C:2]1[CH:7]=[CH:6][C:5]([OH:8])=[CH:4][C:3]=1[N+:9]([O-:11])=[O:10].[CH3:12][C:13]1[CH:14]=[C:15]([NH:22][C:23]([C:25]2([CH3:28])[CH2:27][O:26]2)=[O:24])[CH:16]=[CH:17][C:18]=1[N+:19]([O-:21])=[O:20]>>[Cl:1][C:2]1[CH:7]=[CH:6][C:5]([O:8][CH2:28][C:25]([OH:26])([CH3:27])[C:23]([NH:22][C:15]2[CH:16]=[CH:17][C:18]([N+:19]([O-:21])=[O:20])=[C:13]([CH3:12])[CH:14]=2)=[O:24])=[CH:4][C:3]=1[N+:9]([O-:11])=[O:10]. Reported procedure: 3-(4-Chloro-3-nitrophenoxy)-2-hydroxy-2-methyl-N-(3-methyl-4-nitrophenyl)propionamide was prepared as described in Example 1 starting from 4-chloro-3-nitrophenol and 2-methyloxirane-2-carboxylic acid (3-methyl-4-nitrophenyl)amide. The crude product was purified by flash chromatography (dichloromethane-0.2% methanol). 1H NMR (400 MHz, DMSO-d6): 1.45 (3H, s), 2.53 (3H, s), 4.10 (1H, d, J=9.9 Hz), 4.36 (1H, d, J=9.9 Hz), 6.28 (1H, s), 7.28 (1H, dd, J=9.0 Hz, J=3.0 Hz), 7.62 (1H, d, J=9.0 Hz), 7.68 ... The reactants are BrC1=CC=C(C=N1)C(=O)N1CCN(CC1)C1=NC=C(C=C1C)C ((6-bromopyridin-3-yl)[4-(3,5-dimethylpyridin-2-yl)piperazin-1-yl]methanone), CN(C(=O)N)C (1,1-dimethylurea). Yields the product CC=1C(=NC=C(C1)C)N1CCN(CC1)C(=O)C=1C=CC(=NC1)NC(N(C)C)=O (3-{5-[4-(3,5-dimethylpyridin-2-yl)piperazine-1-carbonyl]pyridin-2-yl}-1,1-dimethylurea). Yield: 28.7%. Reaction SMILES: Br[C:2]1[N:7]=[CH:6][C:5]([C:8]([N:10]2[CH2:15][CH2:14][N:13]([C:16]3[C:21]([CH3:22])=[CH:20][C:19]([CH3:23])=[CH:18][N:17]=3)[CH2:12][CH2:11]2)=[O:9])=[CH:4][CH:3]=1.[CH3:24][N:25]([CH3:29])[C:26]([NH2:28])=[O:27]>>[CH3:22][C:21]1[C:16]([N:13]2[CH2:14][CH2:15][N:10]([C:8]([C:5]3[CH:4]=[CH:3][C:2]([NH:28][C:26](=[O:27])[N:25]([CH3:29])[CH3:24])=[N:7][CH:6]=3)=[O:9])[CH2:11][CH2:12]2)=[N:17][CH:18]=[C:19]([CH3:23])[CH:20]=1. Reported procedure: Using (6-bromopyridin-3-yl)[4-(3,5-dimethylpyridin-2-yl)piperazin-1-yl]methanone (188 mg) described in Preparation Example 127 and 1,1-dimethylurea (66 mg) and by the reaction and treatment in the same manner as in Example 262, the title compound (55 mg) was obtained. The reactants are CC(CN1CCOCC1)(C)N1C=NC(=C1)NC(C(CCC)N)=O (2-Amino-pentanoic acid [1-(1,1-dimethyl-2-morpholin-4-yl-ethyl)-1H-imidazol-4-yl]-amide), FC(C=1C=C(C=CC1)CC(=O)O)(F)F ((3-trifluoromethylphenyl)-acetic acid). The product is CC(CN1CCOCC1)(C)N1C=NC(=C1)NC(C(CCC)NC(CC1=CC(=CC=C1)C(F)(F)F)=O)=O (2-[2-(3-Trifluoromethyl-phenyl)-acetylamino]-pentanoic acid [1-(1,1-dimethyl-2-morpholin-4-yl-ethyl)-1H-imidazol-4-yl]-amide). As a reaction SMILES: [CH3:1][C:2]([N:11]1[CH:15]=[C:14]([NH:16][C:17](=[O:23])[CH:18]([NH2:22])[CH2:19][CH2:20][CH3:21])[N:13]=[CH:12]1)([CH3:10])[CH2:3][N:4]1[CH2:9][CH2:8][O:7][CH2:6][CH2:5]1.[F:24][C:25]([F:37])([F:36])[C:26]1[CH:27]=[C:28]([CH2:32][C:33](O)=[O:34])[CH:29]=[CH:30][CH:31]=1>>[CH3:1][C:2]([N:11]1[CH:15]=[C:14]([NH:16][C:17](=[O:23])[CH:18]([NH:22][C:33](=[O:34])[CH2:32][C:28]2[CH:29]=[CH:30][CH:31]=[C:26]([C:25]([F:36])([F:24])[F:37])[CH:27]=2)[CH2:19][CH2:20][CH3:21])[N:13]=[CH:12]1)([CH3:10])[CH2:3][N:4]1[CH2:5][CH2:6][O:7][CH2:8][CH2:9]1. Reported procedure: 2-Amino-pentanoic acid [1-(1,1-dimethyl-2-morpholin-4-yl-ethyl)-1H-imidazol-4-yl]-amide was coupled with (3-trifluoromethylphenyl)-acetic acid to afford the title compound: C13 NMR (100 MHz, CDCl3) 13.9, 18.9, 25.9, 35.9, 43.2, 53.1, 55.5, 59.2, 67.4, 68.8, 105.3, 112.5, 124.1, 124.2, 126.2, 126.3, 129.3, 131.7, 132.9, 136.1, 137.5, 169.3, 169.7; MS m/z 510.4 (M+1). Starting materials: CCN(CC)S(F)(F)F, COCCOC, CCCc1cc(F)c(CCC2CCC(C3CCC(=O)CC3)CC2)c(F)c1, O=S(=O)(O)C(F)(F)F. The product is CCCc1cc(F)c(CCC2CCC(C3CC=C(F)CC3)CC2)c(F)c1. Reaction SMILES: [CH2:1]([N:2]([S:3]([F:4])([F:5])[F:7])[CH2:6][CH3:8])[CH3:9].[CH2:36]([CH2:37][O:38][CH3:39])[O:40][CH3:41].[F:10][c:11]1[c:12]([CH2:21][CH2:22][CH:23]2[CH2:24][CH2:25][CH:26]([CH:29]3[CH2:30][CH2:31][C:32](=[O:35])[CH2:33][CH2:34]3)[CH2:27][CH2:28]2)[c:13]([F:20])[cH:14][c:15]([CH2:17][CH2:18][CH3:19])[cH:16]1.[F:42][C:43]([F:44])([F:45])[S:46]([OH:47])(=[O:48])=[O:49]>>[F:7][C:32]1=[CH:31][CH2:30][CH:29]([CH:26]2[CH2:25][CH2:24][CH:23]([CH2:22][CH2:21][c:12]3[c:11]([F:10])[cH:16][c:15]([CH2:17][CH2:18][CH3:19])[cH:14][c:13]3[F:20])[CH2:28][CH2:27]2)[CH2:34][CH2:33]1. Reactants: CC(C)(C)OC(=O)N1CC2CC1CN2, ClC(Cl)Cl, O=C(O)c1cccc(Cl)c1Cl, On1nnc2ccccc21. Yields the product CC(C)(C)OC(=O)N1CC2CC1CN2C(=O)c1cccc(Cl)c1Cl. RXN SMILES: [CH:1]12[N:2]([C:8](=[O:9])[O:10][C:11]([CH3:12])([CH3:13])[CH3:14])[CH2:3][CH:4]([NH:5][CH2:6]1)[CH2:7]2.[CH:36]([Cl:37])([Cl:38])[Cl:39].[Cl:25][c:26]1[c:27]([C:28](=[O:29])[OH:30])[cH:31][cH:32][cH:33][c:34]1[Cl:35].[OH:15][n:16]1[c:17]2[cH:18][cH:19][cH:20][cH:21][c:22]2[n:23][n:24]1>>[CH:1]12[N:2]([C:8](=[O:9])[O:10][C:11]([CH3:12])([CH3:13])[CH3:14])[CH2:3][CH:4]([N:5]([C:28]([c:27]3[c:26]([Cl:25])[c:34]([Cl:35])[cH:33][cH:32][cH:31]3)=[O:29])[CH2:6]1)[CH2:7]2. Reactants: C(C)(=O)C1=C(C(N(C1C1=CC=C(C=C1)Cl)C=1C=C(C=2N(C1)C(=NN2)C)C)=O)O (4-acetyl-5-(4-chlorophenyl)-1-(3,8-dimethyl-[1,2,4]triazolo[4,3-a]pyridin-6-yl)-3-hydroxy-1H-pyrrol-2(5H)-one), O.NN (hydrazine hydrate). The product is ClC1=CC=C(C=C1)C1N(C(C=2NN=C(C21)C)=O)C=2C=C(C=1N(C2)C(=NN1)C)C (4-(4-chlorophenyl)-5-(3,8-dimethyl-[1,2,4]triazolo[4,3-a]pyridin-6-yl)-3-methyl-4,5-dihydropyrrolo[3,4-c]pyrazol-6(1H)-one). RXN SMILES: [C:1]([C:4]1[CH:8]([C:9]2[CH:14]=[CH:13][C:12]([Cl:15])=[CH:11][CH:10]=2)[N:7]([C:16]2[CH:17]=[C:18]([CH3:26])[C:19]3[N:20]([C:22]([CH3:25])=[N:23][N:24]=3)[CH:21]=2)[C:6](=[O:27])[C:5]=1O)(=O)[CH3:2].O.[NH2:30][NH2:31]>>[Cl:15][C:12]1[CH:13]=[CH:14][C:9]([CH:8]2[C:4]3[C:1]([CH3:2])=[N:31][NH:30][C:5]=3[C:6](=[O:27])[N:7]2[C:16]2[CH:17]=[C:18]([CH3:26])[C:19]3[N:20]([C:22]([CH3:25])=[N:23][N:24]=3)[CH:21]=2)=[CH:10][CH:11]=1 |f:1.2|. Reported procedure: The title compound was prepared in analogy to the procedure described in Example 57 using 4-acetyl-5-(4-chlorophenyl)-1-(3,8-dimethyl-[1,2,4]triazolo[4,3-a]pyridin-6-yl)-3-hydroxy-1H-pyrrol-2(5H)-one (Step 90.1) and hydrazine hydrate. The crude material was purified by silica gel column chromatography (7.5% MeOH/CH2Cl2) and triturated in Et2O. tR: 0.75 min (LC-MS 2); ESI-MS: 393 [M+H]+ (LC-MS 2); Rf=0.23 (7.5% MeOH/CH2Cl2); 1H NMR (400 MHz, DMSO-d6) δ ppm 2.08 (s, 3H) 2.46 (s, 3H) 2.64 (s, 3H) 6... The reactants are C(C1=CC=CC=C1)OC(C(=O)OCC)C=O (ethyl 2-(benzyloxy)-3-oxopropanoate), ClC1=NC=CC(=C1)C(N)=N (2-chloropyridine-4-carboximidamide). The solvent is C(C)O (ethanol). The product is C(C1=CC=CC=C1)OC=1C(=NC(=NC1)C1=CC(=NC=C1)Cl)O (5-(benzyloxy)-2-(2-chloropyridin-4-yl)pyrimidin-4-ol). The yield is 66.0%. RXN SMILES: [CH2:1]([O:8][CH:9]([CH:15]=O)[C:10]([O:12]CC)=O)[C:2]1[CH:7]=[CH:6][CH:5]=[CH:4][CH:3]=1.[Cl:17][C:18]1[CH:23]=[C:22]([C:24](=[NH:26])[NH2:25])[CH:21]=[CH:20][N:19]=1>C(O)C>[CH2:1]([O:8][C:9]1[C:10]([OH:12])=[N:25][C:24]([C:22]2[CH:21]=[CH:20][N:19]=[C:18]([Cl:17])[CH:23]=2)=[N:26][CH:15]=1)[C:2]1[CH:3]=[CH:4][CH:5]=[CH:6][CH:7]=1. Procedure details: A mixture of crude ethyl 2-(benzyloxy)-3-oxopropanoate (all from previous step), 2-chloropyridine-4-carboximidamide (9.57 g, 50 mmol) and 100 mL of anhydrous ethanol was refluxed for 4 h under nitrogen. The mixture was then cooled and the volatile solvents were removed by rotary-evaporator. The residue was re-dissolved in water and filtered. The filtrate was acidified by HCl (4N aq) in an ice bath and the white precipitate was filtered, washed with water, and dried to give 5-(benzyloxy)-2-(2-chl...